This data is from the Open Reaction Database (ORD), a public repository of structured organic reaction records. The task is: describe an organic reaction: reactants, conditions, products, and yield Starting materials: C(C)OC1=C(O[C@H]2CN(CCC2)C2=NC=C(C=N2)C(=O)NCC=2C=C(C(=O)OC)C=C(C2)OC)C=CC=C1 (methyl (R)-3-((2-(3-(2-ethoxyphenoxy)piperidin-1-yl)pyrimidine-5-carboxamido)methyl)-5-methoxybenzoate), O[Li].O (LiOH.H2O). The solvent is C1CCOC1.O (THF H2O). Reaction conditions: time 18 hour. Yields the product C(C)OC1=C(O[C@H]2CN(CCC2)C2=NC=C(C=N2)C(=O)NCC=2C=C(C(=O)O)C=C(C2)OC)C=CC=C1 ((R)-3-((2-(3-(2-ethoxyphenoxy)piperidin-1-yl)pyrimidine-5-carboxamido)methyl)-5-methoxybenzoic acid). The yield is 71.8%. As a reaction SMILES: [CH2:1]([O:3][C:4]1[CH:38]=[CH:37][CH:36]=[CH:35][C:5]=1[O:6][C@@H:7]1[CH2:12][CH2:11][CH2:10][N:9]([C:13]2[N:18]=[CH:17][C:16]([C:19]([NH:21][CH2:22][C:23]3[CH:24]=[C:25]([CH:30]=[C:31]([O:33][CH3:34])[CH:32]=3)[C:26]([O:28]C)=[O:27])=[O:20])=[CH:15][N:14]=2)[CH2:8]1)[CH3:2].O[Li].O>C1COCC1.O>[CH2:1]([O:3][C:4]1[CH:38]=[CH:37][CH:36]=[CH:35][C:5]=1[O:6][C@@H:7]1[CH2:12][CH2:11][CH2:10][N:9]([C:13]2[N:14]=[CH:15][C:16]([C:19]([NH:21][CH2:22][C:23]3[CH:24]=[C:25]([CH:30]=[C:31]([O:33][CH3:34])[CH:32]=3)[C:26]([OH:28])=[O:27])=[O:20])=[CH:17][N:18]=2)[CH2:8]1)[CH3:2] |f:1.2,3.4|. Reported procedure: To a solution of methyl (R)-3-((2-(3-(2-ethoxyphenoxy)piperidin-1-yl)pyrimidine-5-carboxamido)methyl)-5-methoxybenzoate (60 mg, 0.11 mmol) in THF:H2O (1:1, 5 mL) at 20-25° C. was added LiOH.H2O (15 mg, 0.34 mmol). The mixture was stirred for 18 hours, and then was concentrated under reduced pressure. The resulting residue was diluted with water (5 mL) and washed with ethyl acetate (3 times with 5 mL). The aqueous layer was acidified to pH 2 with 1N HCl (5 mL), and then was extracted with ethyl a... The product is COCCN1CCc2ccc(Nc3ncc(Cl)c(NC4CCCCC4N(CC#N)S(C)(=O)=O)n3)cc2CC1. Starting materials: CS(=O)(=O)N(CC#N)C1CCCCC1Nc1nc(Cl)ncc1Cl, COCCN1CCc2ccc(N)cc2CC1. RXN SMILES: [C:17](#[N:18])[CH2:19][N:20]([S:21](=[O:22])(=[O:23])[CH3:24])[CH:25]1[CH:26]([NH:31][c:32]2[n:33][c:34]([Cl:39])[n:35][cH:36][c:37]2[Cl:38])[CH2:27][CH2:28][CH2:29][CH2:30]1.[CH3:1][O:2][CH2:3][CH2:4][N:5]1[CH2:6][CH2:7][c:8]2[c:9]([cH:12][c:13]([NH2:16])[cH:14][cH:15]2)[CH2:10][CH2:11]1>>[CH3:1][O:2][CH2:3][CH2:4][N:5]1[CH2:6][CH2:7][c:8]2[c:9]([cH:12][c:13]([NH:16][c:34]3[n:33][c:32]([NH:31][CH:26]4[CH:25]([N:20]([CH2:19][C:17]#[N:18])[S:21](=[O:22])(=[O:23])[CH3:24])[CH2:30][CH2:29][CH2:28][CH2:27]4)[c:37]([Cl:38])[cH:36][n:35]3)[cH:14][cH:15]2)[CH2:10][CH2:11]1.